Dataset: the Open Reaction Database (ORD), a public repository of structured organic reaction records. Task: describe an organic reaction: reactants, conditions, products, and yield Reactants: ClC=1N=NC=C2C1N(C(=C2C)C)CC(F)(F)F (7-chloro-2,3-dimethyl-1-(2,2,2-trifluoroethyl)pyrrolo[2,3-d]pyridazine), C(C1=CC=CC=C1)O (benzyl alcohol). Product: C(C1=CC=CC=C1)OC=1N=NC=C2C1N(C(=C2C)C)CC(F)(F)F (7-Benzyloxy-2,3-dimethyl-1-(2,2,2-trifluoroethyl)pyrrolo[2,3-d]pyridazine). Isolated yield 65.2%. As a reaction SMILES: Cl[C:2]1[N:3]=[N:4][CH:5]=[C:6]2[C:10]([CH3:11])=[C:9]([CH3:12])[N:8]([CH2:13][C:14]([F:17])([F:16])[F:15])[C:7]=12.[CH2:18]([OH:25])[C:19]1[CH:24]=[CH:23][CH:22]=[CH:21][CH:20]=1>>[CH2:18]([O:25][C:2]1[N:3]=[N:4][CH:5]=[C:6]2[C:10]([CH3:11])=[C:9]([CH3:12])[N:8]([CH2:13][C:14]([F:17])([F:16])[F:15])[C:7]=12)[C:19]1[CH:24]=[CH:23][CH:22]=[CH:21][CH:20]=1. Reported procedure: The title compound was prepared as a white powder in 65.20% yield in a similar procedure to that described in Example 1 by using 7-chloro-2,3-dimethyl-1-(2,2,2-trifluoroethyl)pyrrolo[2,3-d]pyridazine and benzyl alcohol. Reactants: [Cl-].[NH4+] (ammonium chloride), solution, [Br-].C(C1=CC=CC=C1)[Zn+] (benzylzinc bromide), ClC1=CN=C2C(=N1)N=C(C=C2)NC(=O)NCC (1-(3-chloropyrido[2,3-b]pyrazin-6-yl)-3-ethylurea). Reagents/catalysts: C=1C=CC(=CC1)[P](C=2C=CC=CC2)(C=3C=CC=CC3)[Pd]([P](C=4C=CC=CC4)(C=5C=CC=CC5)C=6C=CC=CC6)([P](C=7C=CC=CC7)(C=8C=CC=CC8)C=9C=CC=CC9)[P](C=1C=CC=CC1)(C=1C=CC=CC1)C=1C=CC=CC1 (tetrakis(triphenylphosphine)palladium(0)). Run in C1CCOC1 (THF), O1CCOCC1 (dioxane), O1CCOCC1 (dioxane). Run at temperature 100 celsius, time 7 hour. The product is C(C1=CC=CC=C1)C1=CN=C2C(=N1)N=C(C=C2)NC(=O)NCC (1-(3-benzylpyrido[2,3-b]pyrazin-6-yl]-3-ethylurea). Reaction SMILES: [Br-].[CH2:2]([Zn+])[C:3]1[CH:8]=[CH:7][CH:6]=[CH:5][CH:4]=1.Cl[C:11]1[N:16]=[C:15]2[N:17]=[C:18]([NH:21][C:22]([NH:24][CH2:25][CH3:26])=[O:23])[CH:19]=[CH:20][C:14]2=[N:13][CH:12]=1.[Cl-].[NH4+]>C1COCC1.O1CCOCC1.C1C=CC([P]([Pd]([P](C2C=CC=CC=2)(C2C=CC=CC=2)C2C=CC=CC=2)([P](C2C=CC=CC=2)(C2C=CC=CC=2)C2C=CC=CC=2)[P](C2C=CC=CC=2)(C2C=CC=CC=2)C2C=CC=CC=2)(C2C=CC=CC=2)C2C=CC=CC=2)=CC=1>[CH2:2]([C:11]1[N:16]=[C:15]2[N:17]=[C:18]([NH:21][C:22]([NH:24][CH2:25][CH3:26])=[O:23])[CH:19]=[CH:20][C:14]2=[N:13][CH:12]=1)[C:3]1[CH:8]=[CH:7][CH:6]=[CH:5][CH:4]=1 |f:0.1,3.4,^1:43,45,64,83|. Reported procedure: 2.4 ml of a 0.5 M solution of benzylzinc bromide (1.20 mmol) in THF and 24.7 mg of tetrakis(triphenylphosphine)palladium(0) (0.02 mmol) were initially charged in 1 ml of dioxane under nitrogen. Subsequently, 102.4 mg of 1-(3-chloropyrido[2,3-b]pyrazin-6-yl)-3-ethylurea (0.41 mmol) and 1 ml of dioxane were added in portions. The mixture was then heated to 100° C. After 7 h, the reaction mixture was allowed to cool and then saturated ammonium chloride solution was added. The aqueous phase was extr...